This data is from the Open Reaction Database (ORD), a public repository of structured organic reaction records. The task is: describe an organic reaction: reactants, conditions, products, and yield Starting materials: ClC1=C(C=C(C=C1)[C@@H]1O[C@@H]([C@H]([C@@H]([C@H]1O)O)O)CO)CC1=CC=C(C=C1)O ((2S,3R,4R,5S,6R)-2-(4-chloro-3-(4-hydroxybenzyl)phenyl)-6-(hydroxymethyl)tetrahydro-2H-pyran-3,4,5-triol), ClC1=C(C=C(C=C1)[C@@H]1O[C@@H]([C@H]([C@@H]([C@H]1O)O)O)CO)CC1=CC=C(C=C1)O ((2S,3R,4R,5S,6R)-2-(4-chloro-3-(4-hydroxybenzyl)phenyl)-6-(hydroxymethyl)tetrahydro-2H-pyran-3,4,5-triol), CC1=CC=C(C=C1)S(=O)(=O)OCCOCC(F)(F)F (2-(2,2,2-trifluoroethoxy)ethyl 4-methylbenzenesulfonate), C(=O)([O-])[O-].[Cs+].[Cs+] (Cs2CO3), O (water). Solvent: CN(C)C=O (DMF). Reaction conditions: time 12 hour. Product: ClC1=C(C=C(C=C1)[C@@H]1O[C@@H]([C@H]([C@@H]([C@H]1O)O)O)CO)CC1=CC=C(C=C1)OCCOCC(F)(F)F ((2S,3R,4R,5S,6R)-2-(4-chloro-3-(4-(2-(2,2,2-trifluoroethoxy)ethoxy)benzyl)phenyl)-6-(hydroxymethyl)tetrahydro-2H-pyran-3,4,5-triol). Reaction SMILES: [Cl:1][C:2]1[CH:7]=[CH:6][C:5]([C@H:8]2[C@H:13]([OH:14])[C@@H:12]([OH:15])[C@H:11]([OH:16])[C@@H:10]([CH2:17][OH:18])[O:9]2)=[CH:4][C:3]=1[CH2:19][C:20]1[CH:25]=[CH:24][C:23]([OH:26])=[CH:22][CH:21]=1.CC1C=CC(S(O[CH2:38][CH2:39][O:40][CH2:41][C:42]([F:45])([F:44])[F:43])(=O)=O)=CC=1.C([O-])([O-])=O.[Cs+].[Cs+].O>CN(C=O)C>[Cl:1][C:2]1[CH:7]=[CH:6][C:5]([C@H:8]2[C@H:13]([OH:14])[C@@H:12]([OH:15])[C@H:11]([OH:16])[C@@H:10]([CH2:17][OH:18])[O:9]2)=[CH:4][C:3]=1[CH2:19][C:20]1[CH:21]=[CH:22][C:23]([O:26][CH2:38][CH2:39][O:40][CH2:41][C:42]([F:45])([F:44])[F:43])=[CH:24][CH:25]=1 |f:2.3.4|. Procedure details: To (2S,3R,4R,5S,6R)-2-(4-chloro-3-(4-hydroxybenzyl)phenyl)-6-(hydroxymethyl)tetrahydro-2H-pyran-3,4,5-triol (intermediate D1) (200 mg) in anhydrous DMF were added 2-(2,2,2-trifluoroethoxy)ethyl 4-methylbenzenesulfonate (intermediate BS) (1.5 eq) and Cs2CO3 (2 eq). The mixture was stirred at room temperature for 12 h, after which LC-MS showed the reaction was complete. The reaction mixture was poured into water, extracted with EA, washed with water and brine, and then dried with anhydrous Na2SO4 ... The reactants are C1CCNCC1, COC(COc1ccc(C=O)cc1)OC, Cc1ccc2ccccc2[n+]1C, CO, [I-]. The product is COC(COc1ccc(C=Cc2ccc3ccccc3[n+]2C)cc1)OC, [I-]. Reaction SMILES: [CH2:29]1[CH2:30][CH2:31][NH:32][CH2:33][CH2:34]1.[CH3:14][O:15][CH:16]([CH2:17][O:18][c:19]1[cH:20][cH:21][c:22]([CH:23]=[O:24])[cH:25][cH:26]1)[O:27][CH3:28].[CH3:2][n+:3]1[c:4]([CH3:13])[cH:5][cH:6][c:7]2[cH:8][cH:9][cH:10][cH:11][c:12]12.[CH3:35][OH:36].[I-:1]>>[CH3:2][n+:3]1[c:4]([CH:13]=[CH:23][c:22]2[cH:21][cH:20][c:19]([O:18][CH2:17][CH:16]([O:15][CH3:14])[O:27][CH3:28])[cH:26][cH:25]2)[cH:5][cH:6][c:7]2[cH:8][cH:9][cH:10][cH:11][c:12]12.[I-:1]. The product is Cn1cc(-c2cccc(C(F)(F)F)c2)nc1C1CCN(C(=O)OC(C)(C)C)CC1. Reaction SMILES: [CH2:38]1[O:39][CH2:40][CH2:41][CH2:42]1.[CH3:29][CH2:30][O:31][CH2:32][CH3:33].[CH3:36][I:37].[F:1][C:2]([c:3]1[cH:4][c:5](-[c:9]2[n:10][c:11]([CH:14]3[CH2:15][CH2:16][N:17]([C:20](=[O:21])[O:22][C:23]([CH3:24])([CH3:25])[CH3:26])[CH2:18][CH2:19]3)[nH:12][cH:13]2)[cH:6][cH:7][cH:8]1)([F:27])[F:28].[H-:34].[Na+:35]>>[F:1][C:2]([c:3]1[cH:4][c:5](-[c:9]2[n:10][c:11]([CH:14]3[CH2:15][CH2:16][N:17]([C:20](=[O:21])[O:22][C:23]([CH3:24])([CH3:25])[CH3:26])[CH2:18][CH2:19]3)[n:12]([CH3:29])[cH:13]2)[cH:6][cH:7][cH:8]1)([F:27])[F:28]. Reactants: C1CCOC1, CCOCC, CI, CC(C)(C)OC(=O)N1CCC(c2nc(-c3cccc(C(F)(F)F)c3)c[nH]2)CC1, [H-], [Na+]. Reactants: C1(=CC=CC=C1)S(=O)(=O)N1C(=CC=2C1=NC=C(C2)F)C(=CC2CCCC2)OS(=O)(=O)C2=CC=C(C=C2)C (toluene-4-sulfonic acid-1-(1-benzenesulfonyl-5-fluoro-1H-pyrrolo[2,3-b]pyridin-2-yl)-2-cyclopentyl-vinyl ester), C(C)(C)(C)NC(=O)C1=CC=C(C=C1)B(O)O ([4-(tert-butylaminocarbonyl)phenyl]boronic acid), C([O-])([O-])=O.[Na+].[Na+] (sodium carbonate). The reagents and catalysts are Cl[Pd]([P](C1=CC=CC=C1)(C2=CC=CC=C2)C3=CC=CC=C3)([P](C4=CC=CC=C4)(C5=CC=CC=C5)C6=CC=CC=C6)Cl (dichlorobis(triphenylphosphine)palladium). Run in C(C)(=O)OCC (ethyl acetate), O1CCOCC1 (dioxane). The product is C1(=CC=CC=C1)S(=O)(=O)N1C(=CC=2C1=NC=C(C2)F)C(=CC2CCCC2)C2=CC=C(C(=O)NC(C)(C)C)C=C2 (4-[1-(1-benzenesulfonyl-5-fluoro-1H-pyrrolo[2,3-b]pyridin-2-yl)-2-cyclopentyl-vinyl]-N-tert-butyl-benzamide). The yield is 79.1%. As a reaction SMILES: [C:1]1([S:7]([N:10]2[C:14]3=[N:15][CH:16]=[C:17]([F:19])[CH:18]=[C:13]3[CH:12]=[C:11]2[C:20](OS(C2C=CC(C)=CC=2)(=O)=O)=[CH:21][CH:22]2[CH2:26][CH2:25][CH2:24][CH2:23]2)(=[O:9])=[O:8])[CH:6]=[CH:5][CH:4]=[CH:3][CH:2]=1.[C:38]([NH:42][C:43]([C:45]1[CH:50]=[CH:49][C:48](B(O)O)=[CH:47][CH:46]=1)=[O:44])([CH3:41])([CH3:40])[CH3:39].C(=O)([O-])[O-].[Na+].[Na+]>O1CCOCC1.C(OCC)(=O)C.Cl[Pd](Cl)([P](C1C=CC=CC=1)(C1C=CC=CC=1)C1C=CC=CC=1)[P](C1C=CC=CC=1)(C1C=CC=CC=1)C1C=CC=CC=1>[C:1]1([S:7]([N:10]2[C:14]3=[N:15][CH:16]=[C:17]([F:19])[CH:18]=[C:13]3[CH:12]=[C:11]2[C:20]([C:48]2[CH:49]=[CH:50][C:45]([C:43]([NH:42][C:38]([CH3:41])([CH3:40])[CH3:39])=[O:44])=[CH:46][CH:47]=2)=[CH:21][CH:22]2[CH2:26][CH2:25][CH2:24][CH2:23]2)(=[O:9])=[O:8])[CH:6]=[CH:5][CH:4]=[CH:3][CH:2]=1 |f:2.3.4,^1:74,93|. Procedure details: To a mixture of toluene-4-sulfonic acid-1-(1-benzenesulfonyl-5-fluoro-1H-pyrrolo[2,3-b]pyridin-2-yl)-2-cyclopentyl-vinyl ester (1.5 g, 2.78 mmol), [4-(tert-butylaminocarbonyl)phenyl]boronic acid (1.3 g, 5.56 mmol) and dichlorobis(triphenylphosphine)palladium (II) (195 mg, 0.28 mmol) in dioxane (8 mL) was added an aqueous sodium carbonate solution (2 M, 3.5 mL, 7 mmol). The resulting mixture was subjected to microwave irradiation for 2 h at 100° C. The mixture was diluted with ethyl acetate (250 ... Starting materials: O.NN (hydrazine hydrate), C1(C=2C(C(N1C1CCCC3=CC=CC=C13)=O)=CC=CC2)=O (phthalimido tetrahydronaphthalene). The solvent is C(C)O (ethanol). The product is CN(C1(CCCC2=CC=CC=C12)OCCCN)C (1-Dimethylamino-(3-aminopropoxy)-1,2,3,4-tetrahydronaphthalene). As a reaction SMILES: [OH2:1].NN.[C:4]1(=O)[N:8]([CH:9]2[C:18]3[C:13](=[CH:14][CH:15]=[CH:16][CH:17]=3)[CH2:12][CH2:11][CH2:10]2)[C:7](=O)C2=CC=CC=C12>C(O)C>[CH3:4][N:8]([CH3:7])[C:9]1([O:1][CH2:11][CH2:10][CH2:9][NH2:8])[C:18]2[C:13](=[CH:14][CH:15]=[CH:16][CH:17]=2)[CH2:12][CH2:11][CH2:10]1 |f:0.1|. Procedure: 80% hydrazine hydrate (10.0 ml) is added to a stirred solution of the phthalimido tetrahydronaphthalene obtained in the previous step (52 g) dissolved in absolute ethanol (500 ml). The reaction mixture is refluxed for 3 hours, allowed to cool, and the resultant solid filtered and the filtrate evaporated in vacuo. The yellow solid residue is triturated with aqueous 5% HCl, filtered, washed with aqueous HCl, and the filtrate extracted with ether. The acidic aqueous portion is made basic with 50% s... Starting materials: C(C1=CC=CC=C1)OC=1C=C2C=CNC2=CC1 (5-benzyloxy-1H-indole), [Cl-].COC1=C(C=[N+]2CCCC2)C=CC=C1 (1-(2-methoxy-benzylidene)-pyrrolidinium chloride). The product is C(C1=CC=CC=C1)OC=1C=C2C(=CNC2=CC1)C(N1CCCC1)C1=C(C=CC=C1)OC (5-Benzyloxy-3-[(2-methoxyphenyl)-pyrrolidin-1-yl-methyl]-1H-indole). As a reaction SMILES: [CH2:1]([O:8][C:9]1[CH:10]=[C:11]2[C:15](=[CH:16][CH:17]=1)[NH:14][CH:13]=[CH:12]2)[C:2]1[CH:7]=[CH:6][CH:5]=[CH:4][CH:3]=1.[Cl-].[CH3:19][O:20][C:21]1[CH:32]=[CH:31][CH:30]=[CH:29][C:22]=1[CH:23]=[N+:24]1[CH2:28][CH2:27][CH2:26][CH2:25]1>>[CH2:1]([O:8][C:9]1[CH:10]=[C:11]2[C:15](=[CH:16][CH:17]=1)[NH:14][CH:13]=[C:12]2[CH:23]([C:22]1[CH:29]=[CH:30][CH:31]=[CH:32][C:21]=1[O:20][CH3:19])[N:24]1[CH2:28][CH2:27][CH2:26][CH2:25]1)[C:2]1[CH:3]=[CH:4][CH:5]=[CH:6][CH:7]=1 |f:1.2|. Procedure: The preparation was carried out in accordance with general synthesis instructions 4 from 5-benzyloxy-1H-indole and 1-(2-methoxy-benzylidene)-pyrrolidinium chloride, which had been prepared in accordance with example 24. The reactants are [Br-], CCCC1NS(=O)(=O)NC1=O, CCCC[N+](CCCC)(CCCC)CCCC, Cc1ccccc1, CN(C)C=O, BrCc1ccccc1. Product: CCCC1NS(=O)(=O)N(Cc2ccccc2)C1=O. RXN SMILES: [Br-:20].[CH2:1]([CH2:2][CH3:3])[CH:4]1[C:5](=[O:11])[NH:6][S:7](=[O:9])(=[O:10])[NH:8]1.[CH3:21][CH2:22][CH2:23][CH2:24][N+:25]([CH2:26][CH2:27][CH2:28][CH3:29])([CH2:30][CH2:31][CH2:32][CH3:33])[CH2:34][CH2:35][CH2:36][CH3:37].[CH3:38][c:39]1[cH:40][cH:41][cH:42][cH:43][cH:44]1.[O:45]=[CH:46][N:47]([CH3:48])[CH3:49].[c:12]1([CH2:18][Br:19])[cH:13][cH:14][cH:15][cH:16][cH:17]1>>[CH2:1]([CH2:2][CH3:3])[CH:4]1[C:5](=[O:11])[N:6]([CH2:18][c:12]2[cH:13][cH:14][cH:15][cH:16][cH:17]2)[S:7](=[O:9])(=[O:10])[NH:8]1.